From a dataset of the Open Reaction Database (ORD), a public repository of structured organic reaction records. describe an organic reaction: reactants, conditions, products, and yield The reactants are C(C)(C)(C)OC(=O)N1C(OC[C@@H]1\C=C/C1(CC1)C1=CC(=CC(=C1)F)F)(C)C ((S)-4-{(Z)-2-[1-(3,5-difluoro-phenyl)-cyclopropyl]-vinyl}-2,2-dimethyl-oxazolidine-3-carboxylic acid tert-butyl ester), C(=O)[O-].[NH4+] (ammonium formate). The reagents and catalysts are [Pd] (palladium on charcoal). Run in CO (methanol). Conditions: time 8 hour. The product is C(C)(C)(C)OC(=O)N1C(OC[C@@H]1CCC(CC)C1=CC(=CC(=C1)F)F)(C)C ((S)-4-[3-(3,5-difluoro-phenyl)-pentyl]-2,2-dimethyl-oxazolidine-3-carboxylic acid tert-butyl ester). Isolated yield 98.9%. RXN SMILES: [C:1]([O:5][C:6]([N:8]1[C@@H:12](/[CH:13]=[CH:14]\[C:15]2([C:18]3[CH:23]=[C:22]([F:24])[CH:21]=[C:20]([F:25])[CH:19]=3)[CH2:17][CH2:16]2)[CH2:11][O:10][C:9]1([CH3:27])[CH3:26])=[O:7])([CH3:4])([CH3:3])[CH3:2].C([O-])=O.[NH4+]>CO.[Pd]>[C:1]([O:5][C:6]([N:8]1[C@@H:12]([CH2:13][CH2:14][CH:15]([C:18]2[CH:19]=[C:20]([F:25])[CH:21]=[C:22]([F:24])[CH:23]=2)[CH2:16][CH3:17])[CH2:11][O:10][C:9]1([CH3:26])[CH3:27])=[O:7])([CH3:2])([CH3:3])[CH3:4] |f:1.2|. Procedure: To a stirred solution of (S)-4-{(Z)-2-[1-(3,5-difluoro-phenyl)-cyclopropyl]-vinyl}-2,2-dimethyl-oxazolidine-3-carboxylic acid tert-butyl ester (0.5 g) at room temperature in methanol (10 ml) under an argon atmosphere were added palladium on charcoal (10%, 30 mg) and ammonium formate (1.33 g). The mixture was stirred at room temperature overnight. The catalyst was filtered off, the filtrate was concentrated, ethyl acetate was added and the mixture was washed with water. The organic layer was sepa... Starting materials: ClCCl, CC1(C)OC(=O)C(=CC(=O)O)O1, [Cl-], O=C(Cl)C(=O)Cl, CNCc1ccc(Cl)c(Cl)c1, Cl, Cl, [Na+], c1ccccc1, c1ccncc1. Yields the product CN(Cc1ccc(Cl)c(Cl)c1)C(=O)C=C1OC(C)(C)OC1=O. As a reaction SMILES: [CH2:39]([Cl:40])[Cl:41].[CH3:1][C:2]1([CH3:12])[O:3][C:4](=[O:11])[C:5](=[CH:7][C:8](=[O:9])[OH:10])[O:6]1.[Cl-:32].[Cl:13][C:14]([C:15]([Cl:16])=[O:17])=[O:18].[Cl:20][c:21]1[cH:22][c:23]([CH2:24][NH:25][CH3:26])[cH:27][cH:28][c:29]1[Cl:30].[ClH:19].[ClH:48].[Na+:31].[cH:33]1[cH:34][cH:35][cH:36][cH:37][cH:38]1.[cH:42]1[cH:43][cH:44][n:45][cH:46][cH:47]1>>[CH3:1][C:2]1([CH3:12])[O:3][C:4](=[O:11])[C:5](=[CH:7][C:8](=[O:10])[N:25]([CH2:24][c:23]2[cH:22][c:21]([Cl:20])[c:29]([Cl:30])[cH:28][cH:27]2)[CH3:26])[O:6]1. Reactants: CC(C)(C)OC(=O)N1CCNCC1, CC(=O)O[BH-](OC(C)=O)OC(C)=O, COC(OC)OC, O=Cc1cc2nc(Cl)nc(N3CCOCC3)c2s1, ClCCCl, [Na+]. The product is CC(C)(C)OC(=O)N1CCN(Cc2cc3nc(Cl)nc(N4CCOCC4)c3s2)CC1. RXN SMILES: [C:19](=[O:20])([O:21][C:22]([CH3:23])([CH3:24])[CH3:25])[N:26]1[CH2:27][CH2:28][NH:29][CH2:30][CH2:31]1.[C:39]([O:40][BH-:41]([O:42][C:43](=[O:44])[CH3:45])[O:46][C:47](=[O:48])[CH3:49])(=[O:50])[CH3:51].[CH3:32][O:33][CH:34]([O:35][CH3:36])[O:37][CH3:38].[Cl:1][c:2]1[n:3][c:4]([N:13]2[CH2:14][CH2:15][O:16][CH2:17][CH2:18]2)[c:5]2[c:6]([n:7]1)[cH:8][c:9]([CH:11]=[O:12])[s:10]2.[Cl:53][CH2:54][CH2:55][Cl:56].[Na+:52]>>[Cl:1][c:2]1[n:3][c:4]([N:13]2[CH2:14][CH2:15][O:16][CH2:17][CH2:18]2)[c:5]2[c:6]([n:7]1)[cH:8][c:9]([CH2:11][N:29]1[CH2:28][CH2:27][N:26]([C:19](=[O:20])[O:21][C:22]([CH3:23])([CH3:24])[CH3:25])[CH2:31][CH2:30]1)[s:10]2. Reactants: [Cl-].C[Ga+]C (dimethylgallium chloride), CN(C)CCC[Li] (dimethylaminopropyllithium). Solvent: CCCCC (pentane). Run at time 24 hour. The product is CN(C)CCC[Ga](C)C (Dimethylaminopropyl(dimethyl)gallium). As a reaction SMILES: [Cl-].[CH3:2][Ga+:3][CH3:4].[CH3:5][N:6]([CH2:8][CH2:9][CH2:10][Li])[CH3:7]>CCCCC>[CH3:5][N:6]([CH2:8][CH2:9][CH2:10][Ga:3]([CH3:4])[CH3:2])[CH3:7] |f:0.1|. Procedure details: 12 g (89 mmol) of dimethylgallium chloride are made ready for use in 300 ml of pentane and cooled to -78°. 8.3 g (89 mmol) of dimethylaminopropyllithium are added thereto as a solid. The solution is allowed to come to room temperature and is stirred for a further 24 hours. The lithium chloride precipitated is separated off, the solvent is removed and the residue is distilled in vacuo. Dimethylaminopropyl(dimethyl)gallium is obtained as a white solid with a B.p. of 65°/10 mbar. Reactants: [BH4-], O=C([O-])O, CCOC(C)=O, Fc1cccc2c1CCN=C2c1ccc(C(F)(F)F)cc1, [Na+], [Na+], O. Product: Fc1cccc2c1CCNC2c1ccc(C(F)(F)F)cc1. As a reaction SMILES: [BH4-:1].[C:4](=[O:5])([OH:6])[O-:7].[CH3:30][CH2:31][O:32][C:33](=[O:34])[CH3:35].[F:9][c:10]1[c:11]2[c:16]([cH:17][cH:18][cH:19]1)[C:15]([c:20]1[cH:21][cH:22][c:23]([C:26]([F:27])([F:28])[F:29])[cH:24][cH:25]1)=[N:14][CH2:13][CH2:12]2.[Na+:2].[Na+:8].[OH2:3]>>[F:9][c:10]1[c:11]2[c:16]([cH:17][cH:18][cH:19]1)[CH:15]([c:20]1[cH:21][cH:22][c:23]([C:26]([F:27])([F:28])[F:29])[cH:24][cH:25]1)[NH:14][CH2:13][CH2:12]2. Starting materials: O=C([O-])[O-], CC(=O)OI1(OC(C)=O)(OC(C)=O)OC(=O)c2ccccc21, [Cs+], [Cs+], O=[N+]([O-])c1cccc(S(=O)(=O)OCC2CO2)c1, CC(=O)NCc1ccccc1O. The product is CC(=O)NCc1ccccc1OCC1CO1. As a reaction SMILES: [C:30](=[O:31])([O-:32])[O-:33].[CH3:36][C:37]([O:38][I:39]1([O:49][C:50]([CH3:51])=[O:52])([O:53][C:54]([CH3:55])=[O:56])[c:40]2[c:41]([cH:42][cH:43][cH:44][cH:45]2)[C:46](=[O:47])[O:48]1)=[O:57].[Cs+:34].[Cs+:35].[O:13]1[CH:14]([CH2:16][O:17][S:18]([c:19]2[cH:20][cH:21][cH:22][c:23]([N+:24]([O-:25])=[O:26])[cH:27]2)(=[O:28])=[O:29])[CH2:15]1.[OH:1][c:2]1[c:3]([CH2:4][NH:5][C:6]([CH3:7])=[O:8])[cH:9][cH:10][cH:11][cH:12]1>>[O:1]([c:2]1[c:3]([CH2:4][NH:5][C:6]([CH3:7])=[O:8])[cH:9][cH:10][cH:11][cH:12]1)[CH2:16][CH:14]1[O:13][CH2:15]1. Starting materials: ClC1=C(C(=CC(=C1)O)[N+](=O)[O-])NC(C)=O (N-(2-chloro-4-hydroxy-6-nitrophenyl)acetamid). Solvent: Cl (hydrochloric acid). Yields the product NC1=C(C=C(C=C1[N+](=O)[O-])O)Cl (4-amino-3-chloro-5-nitrophenol). As a reaction SMILES: [Cl:1][C:2]1[CH:7]=[C:6]([OH:8])[CH:5]=[C:4]([N+:9]([O-:11])=[O:10])[C:3]=1[NH:12]C(=O)C>Cl>[NH2:12][C:3]1[C:4]([N+:9]([O-:11])=[O:10])=[CH:5][C:6]([OH:8])=[CH:7][C:2]=1[Cl:1]. Reported procedure: 1.00 g (4.24 mmol) N-(2-chloro-4-hydroxy-6-nitrophenyl)acetamid were refluxed in 10 mL semiconcentrated hydrochloric acid for 2 h. The reaction mixture was evaporated down i.vac. and dried. The reactants are C(=O)(OC)C1=NC=CC2=C1NC1=CC=CC=C21 (1-carbomethoxy-9H-pyrido[3,4-b]indole), [H-].C(C(C)C)[Al+]CC(C)C (diisobutyl-aluminum hydride), O (water). Run in O1CCCC1 (tetrahydrofuran). Reaction conditions: time 2 hour. Product: OCC1=NC=CC2=C1NC1=CC=CC=C21 (1-hydroxymethyl-9H-pyrido[3,4-b]indole). The yield is 21.4%. Reaction SMILES: [C:1]([C:5]1[C:10]2[NH:11][C:12]3[C:17]([C:9]=2[CH:8]=[CH:7][N:6]=1)=[CH:16][CH:15]=[CH:14][CH:13]=3)(OC)=[O:2].[H-].C([Al+]CC(C)C)C(C)C.O>O1CCCC1>[OH:2][CH2:1][C:5]1[C:10]2[NH:11][C:12]3[C:17]([C:9]=2[CH:8]=[CH:7][N:6]=1)=[CH:16][CH:15]=[CH:14][CH:13]=3 |f:1.2|. Procedure details: In 50 ml of dry tetrahydrofuran were dissolved 160 mg of 1-carbomethoxy-9H-pyrido[3,4-b]indole. The solution was cooled with ice, 2 ml of diisobutyl-aluminum hydride were added and the reaction mixture allowed to stand for 2 hours. Unreacted reagent was then decomposed with a small amount of water and the mixture extracted with chloroform. The chloroform was removed by distillation and the residue recrystallized from methanol to yield 30 mg of 1-hydroxymethyl-9H-pyrido[3,4-b]indole as pale-yello...